Dataset: the Open Reaction Database (ORD), a public repository of structured organic reaction records. Task: describe an organic reaction: reactants, conditions, products, and yield The reactants are COC(CCCCCOC=1C=CC2=C(N(C(N2)=O)C2=CC=CC=C2)C1)=O (6-[[1-phenyl-2-oxo-2,3-dihydro-1H-benzoimidazol-6-yl]oxy]hexanoic acid methyl ester), P(=O)(Cl)(Cl)Cl (phosphorus oxychloride), C([O-])(O)=O.[Na+] (sodium bicarbonate). Yields the product COC(CCCCCOC=1C=CC2=C(N(C(=N2)Cl)C2=CC=CC=C2)C1)=O (6-[[2-Chloro-1-phenyl-1H-benzimidazol-6-yl]oxy]hexanoic acid methyl ester). Reaction SMILES: [CH3:1][O:2][C:3](=[O:26])[CH2:4][CH2:5][CH2:6][CH2:7][CH2:8][O:9][C:10]1[CH:11]=[CH:12][C:13]2[NH:17][C:16](=O)[N:15]([C:19]3[CH:24]=[CH:23][CH:22]=[CH:21][CH:20]=3)[C:14]=2[CH:25]=1.P(Cl)(Cl)([Cl:29])=O.C(=O)(O)[O-].[Na+]>>[CH3:1][O:2][C:3](=[O:26])[CH2:4][CH2:5][CH2:6][CH2:7][CH2:8][O:9][C:10]1[CH:11]=[CH:12][C:13]2[N:17]=[C:16]([Cl:29])[N:15]([C:19]3[CH:24]=[CH:23][CH:22]=[CH:21][CH:20]=3)[C:14]=2[CH:25]=1 |f:2.3|. Procedure details: 3 g of 6-[[1-phenyl-2-oxo-2,3-dihydro-1H-benzoimidazol-6-yl]oxy]hexanoic acid methyl ester was mixed with 12 ml of phosphorus oxychloride, and the mixture was refluxed for 4 hours. After cooling, it was stirred into saturated sodium bicarbonate solution, extracted three times with ethyl acetate, the combined organic phases were dried on sodium sulfate and concentrated by evaporation in a vacuum. The residue was purified by column chromatography on silica gel. 1.28 g was obtained. Conditions: temperature 110 celsius, time 20 hour. Solvent: CCOC(=O)C (EtOAc), O1CCOCC1 (dioxane). Yield: 83.3%. Procedure details: A mixture of 2,4-dichloro-5-iodo-7-tosyl-7H-pyrrolo[2,3-d]pyrimidine (260 mg, 0.556 mmol), p-anisidine (75 mg, 0.610 mmol) and DIEA (0.300 mL, 1.72 mmol) in dioxane (5 mL) was stirred at 110° C. for 20 h. Water and EtOAc were added. The organic phase was separated, washed with 1N HCl, then with 5% NaHCO3, dried over Na2SO4, concentrated in vacuo to give 2-chloro-5-iodo-N-(4-methoxyphenyl)-7-tosyl-7H-pyrrolo[2,3-d]pyrimidin-4-amine (257 mg). Reaction SMILES: [Cl:1][C:2]1[N:3]=[C:4](Cl)[C:5]2[C:10]([I:11])=[CH:9][N:8]([S:12]([C:15]3[CH:21]=[CH:20][C:18]([CH3:19])=[CH:17][CH:16]=3)(=[O:14])=[O:13])[C:6]=2[N:7]=1.[CH3:23][O:24][C:25]1[CH:30]=[CH:29][C:28]([NH2:31])=[CH:27][CH:26]=1.CCN(C(C)C)C(C)C.O>O1CCOCC1.CCOC(C)=O>[Cl:1][C:2]1[N:3]=[C:4]([NH:31][C:28]2[CH:29]=[CH:30][C:25]([O:24][CH3:23])=[CH:26][CH:27]=2)[C:5]2[C:10]([I:11])=[CH:9][N:8]([S:12]([C:15]3[CH:21]=[CH:20][C:18]([CH3:19])=[CH:17][CH:16]=3)(=[O:14])=[O:13])[C:6]=2[N:7]=1. The product is ClC=1N=C(C2=C(N1)N(C=C2I)S(=O)(=O)C2=CC=C(C)C=C2)NC2=CC=C(C=C2)OC (2-chloro-5-iodo-N-(4-methoxyphenyl)-7-tosyl-7H-pyrrolo[2,3-d]pyrimidin-4-amine). Starting materials: O (Water), ClC=1N=C(C2=C(N1)N(C=C2I)S(=O)(=O)C2=CC=C(C)C=C2)Cl (2,4-dichloro-5-iodo-7-tosyl-7H-pyrrolo[2,3-d]pyrimidine), COC1=CC=C(C=C1)N (p-anisidine), CCN(C(C)C)C(C)C (DIEA). Reactants: FC1=CC=C(C=C1)C1=NNC(=C1)N\C(=N/C(C1=CC(=CC=C1)SC)=O)\NCC(C)C ((Z)—N-[[[3-(4-fluorophenyl)-1H-pyrazol-5-yl]amino]-(isobutylamino)methylene]-3-methylsulfanyl-benzamide), ferric chloride trihydrate, I(=O)(=O)(=O)O (periodic acid). Solvent: CC(=O)C.C(C)#N (acetone acetonitrile). Run at time 21 hour. Yields the product FC1=CC=C(C=C1)C1=NNC(=C1)N\C(=N/C(C1=CC(=CC=C1)S(=O)C)=O)\NCC(C)C ((Z)—N-(((3-(4-Fluorophenyl)-1H-pyrazol-5-yl)amino)(isobutylamino) methylene)-3-(methylsulfinyl)benzamide). The yield is 77.0%. RXN SMILES: [F:1][C:2]1[CH:7]=[CH:6][C:5]([C:8]2[CH:12]=[C:11]([NH:13]/[C:14](/[NH:26][CH2:27][CH:28]([CH3:30])[CH3:29])=[N:15]\[C:16](=[O:25])[C:17]3[CH:22]=[CH:21][CH:20]=[C:19]([S:23][CH3:24])[CH:18]=3)[NH:10][N:9]=2)=[CH:4][CH:3]=1.I(O)(=O)(=O)=[O:32]>CC(C)=O.C(#N)C>[F:1][C:2]1[CH:7]=[CH:6][C:5]([C:8]2[CH:12]=[C:11]([NH:13]/[C:14](/[NH:26][CH2:27][CH:28]([CH3:30])[CH3:29])=[N:15]\[C:16](=[O:25])[C:17]3[CH:22]=[CH:21][CH:20]=[C:19]([S:23]([CH3:24])=[O:32])[CH:18]=3)[NH:10][N:9]=2)=[CH:4][CH:3]=1 |f:2.3|. Reported procedure: To an orange solution of (Z)—N-[[[3-(4-fluorophenyl)-1H-pyrazol-5-yl]amino]-(isobutylamino)methylene]-3-methylsulfanyl-benzamide (500 mg, 1.175 mmol) and ferric chloride trihydrate (9.5 mg, 0.035 mmol) in acetone:acetonitrile (1:1) was added periodic acid (295 mg, 1.3 mmol) in one portion. After stirring the resulting mixture at room temperature for ca. 21 hr, the reaction was quenched by adding aqueous sodium thiosulfate. The product was extracted with DCM, and the organic layer was washed with... Starting materials: Cc1cc(-c2ccc(C(F)(F)F)cc2)nc(-n2cnc(Cl)n2)n1, CC1(C)OB(c2ccc(N)nc2)OC1(C)C. The product is Cc1cc(-c2ccc(C(F)(F)F)cc2)nc(-n2cnc(-c3ccc(N)nc3)n2)n1. Reaction SMILES: [Cl:1][c:2]1[n:3][n:4](-[c:7]2[n:8][c:9](-[c:14]3[cH:15][cH:16][c:17]([C:20]([F:21])([F:22])[F:23])[cH:18][cH:19]3)[cH:10][c:11]([CH3:13])[n:12]2)[cH:5][n:6]1.[NH2:24][c:25]1[n:26][cH:27][c:28]([B:31]2[O:32][C:33]([CH3:34])([CH3:35])[C:36]([CH3:37])([CH3:38])[O:39]2)[cH:29][cH:30]1>>[c:2]1(-[c:28]2[cH:27][n:26][c:25]([NH2:24])[cH:30][cH:29]2)[n:3][n:4](-[c:7]2[n:8][c:9](-[c:14]3[cH:15][cH:16][c:17]([C:20]([F:21])([F:22])[F:23])[cH:18][cH:19]3)[cH:10][c:11]([CH3:13])[n:12]2)[cH:5][n:6]1. Reaction SMILES: [CH3:29][N:30]([CH3:31])[CH:32]=[O:33].[Cl:1][c:2]1[cH:3][c:4]([CH2:5][CH:6]2[CH2:7][CH2:8][CH:9]([CH2:12][OH:13])[CH2:10][CH2:11]2)[cH:14][cH:15][cH:16]1.[F:19][c:20]1[c:21]([C:22]#[N:23])[c:24]([F:28])[cH:25][cH:26][cH:27]1.[H-:17].[Na+:18]>>[Cl:1][c:2]1[cH:3][c:4]([CH2:5][CH:6]2[CH2:7][CH2:8][CH:9]([CH2:12][O:13][c:24]3[c:21]([C:22]#[N:23])[c:20]([F:19])[cH:27][cH:26][cH:25]3)[CH2:10][CH2:11]2)[cH:14][cH:15][cH:16]1. Reactants: CN(C)C=O, OCC1CCC(Cc2cccc(Cl)c2)CC1, N#Cc1c(F)cccc1F, [H-], [Na+]. The product is N#Cc1c(F)cccc1OCC1CCC(Cc2cccc(Cl)c2)CC1. Starting materials: [OH-].[Na+] (sodium hydroxide), Cl (hydrochloric acid), BrCC1=CC(=CC(O1)=O)O (6-Bromomethyl-4-hydroxypyran-2-one), [OH-].[Na+] (sodium hydroxide). The solvent is O (water), O (water). Reaction conditions: temperature 50 celsius. Product: OC1=CC(OC(=C1)CO)=O (4-hydroxy-6-hydroxymethylpyran-2-one). Isolated yield 69.0%. RXN SMILES: Br[CH2:2][C:3]1[O:8][C:7](=[O:9])[CH:6]=[C:5]([OH:10])[CH:4]=1.Cl.[OH-:12].[Na+]>O>[OH:10][C:5]1[CH:4]=[C:3]([CH2:2][OH:12])[O:8][C:7](=[O:9])[CH:6]=1 |f:2.3|. Procedure details: 6-Bromomethyl-4-hydroxypyran-2-one (21.1 parts) was dissolved in a solution of sodium hydroxide (4.1 parts) in water (800 parts) at 20°-25° C. This solution was added over about 2 hours to a solution of sodium hydroxide (34.2 parts) in water (3200 parts) at 50° C.±3° C. The mixture was stirred for a further hour at 50° C. before acidifying with 35% hydrochloric acid and distilling off the bulk of the water at 50° C./20 mm. The mixture was cooled to 20° C. and insoluble material was filtered off.... As a reaction SMILES: [CH:1]([NH:3][C@H:4]([C:13]([NH:15][C@H:16]([C:31](O)=[O:32])[CH2:17][C:18]1[CH:23]=[CH:22][CH:21]=[C:20]([N:24]([CH2:28][CH2:29][Cl:30])[CH2:25][CH2:26][Cl:27])[CH:19]=1)=[O:14])[CH2:5][C:6]1[CH:11]=[CH:10][C:9]([F:12])=[CH:8][CH:7]=1)=[O:2].ON1C(=O)CCC1=O.C1(N=C=NC2CCCCC2)CCCCC1.[CH2:57]([O:59][C:60](=[O:67])[C@H:61]([CH2:63][CH2:64][S:65][CH3:66])[NH2:62])[CH3:58]>CN(C)C=O>[CH2:57]([O:59][C:60](=[O:67])[C@H:61]([CH2:63][CH2:64][S:65][CH3:66])[NH:62][C:31](=[O:32])[C@H:16]([CH2:17][C:18]1[CH:23]=[CH:22][CH:21]=[C:20]([N:24]([CH2:28][CH2:29][Cl:30])[CH2:25][CH2:26][Cl:27])[CH:19]=1)[NH:15][C:13](=[O:14])[C@H:4]([CH2:5][C:6]1[CH:11]=[CH:10][C:9]([F:12])=[CH:8][CH:7]=1)[NH:3][CH:1]=[O:2])[CH3:58]. Product: C(C)OC([C@@H](NC([C@@H](NC([C@@H](NC=O)CC1=CC=C(C=C1)F)=O)CC1=CC(=CC=C1)N(CCCl)CCCl)=O)CCSC)=O (N-formyl-p-fluoro-L-phenylalanyl-m-di-(2-chloroethyl)amino-L-phenylalanyl-L-methionine ethyl ester). Procedure details: 554 g of N-formyl-p-fluoro-L-phenylalanyl-m-di-(2-chloroethyl)amino-L-phenylalanine are dissolved in 4.5 liters of dimethyl formamide (DMF). The solution is heated slowly for the dissolution step and then cooled to 15° C. While stirring add: 172 g of N-hydroxysuccinimide+225 g of dicyclohexylcarbodiimide+1,235 g-moles of L-methionine ethyl-ester dissolved in DMF. After 16 hours of stirring at room temperature, the precipitated dicylcohexylurea is removed and to the stirred filtrate 18 liters of ... Reactants: C(=O)N[C@@H](CC1=CC=C(C=C1)F)C(=O)N[C@@H](CC1=CC(=CC=C1)N(CCCl)CCCl)C(=O)O (N-formyl-p-fluoro-L-phenylalanyl-m-di-(2-chloroethyl)amino-L-phenylalanine), ON1C(CCC1=O)=O (N-hydroxysuccinimide), C1(CCCCC1)N=C=NC1CCCCC1 (dicyclohexylcarbodiimide), C(C)OC([C@@H](N)CCSC)=O (L-methionine ethyl-ester). Run at temperature 15 celsius. The solvent is CN(C=O)C (dimethyl formamide), CN(C=O)C (DMF).